From a dataset of the Open Reaction Database (ORD), a public repository of structured organic reaction records. describe an organic reaction: reactants, conditions, products, and yield The reactants are CS(=O)(=O)O (methanesulphonic acid), O (water), NC1=C(C(=CC(=C1)Cl)CCC1=NC=CC=C1)O (2-amino-4-chloro-6-[2-(pyridin-2-yl)ethyl]phenol), S1C(=CC=C1)Cl (2-thienyl chloride). Run in C1(=CC=CC=C1)C (toluene), C(C)(=O)OCC (ethyl acetate). Product: ClC=1C=C(C2=C(N=C(O2)C=2SC=CC2)C1)CCC1=NC=CC=C1 (5-chloro-7-[2-(pyridin-2-yl)ethyl]-2-(thien-2-yl)-benzoxazole). The yield is 31.0%. As a reaction SMILES: [NH2:1][C:2]1[CH:7]=[C:6]([Cl:8])[CH:5]=[C:4]([CH2:9][CH2:10][C:11]2[CH:16]=[CH:15][CH:14]=[CH:13][N:12]=2)[C:3]=1[OH:17].[S:18]1[CH:22]=[CH:21][CH:20]=[C:19]1Cl.[CH3:24]S(O)(=O)=O.O>C(OCC)(=O)C.C1(C)C=CC=CC=1>[Cl:8][C:6]1[CH:5]=[C:4]([CH2:9][CH2:10][C:11]2[CH:16]=[CH:15][CH:14]=[CH:13][N:12]=2)[C:3]2[O:17][C:24]([C:19]3[S:18][CH:22]=[CH:21][CH:20]=3)=[N:1][C:2]=2[CH:7]=1. Reported procedure: This compound is prepared from 2-amino-4-chloro-6-[2-(pyridin-2-yl)ethyl]phenol and 2-thienyl chloride using method A, with ethyl acetate as solvent to give the crude amide in 99% yield. This is treated with methanesulphonic acid in toluene at reflux, with azeotropic removal of water to give the title compound, (31%) as a white crystalline solid after trituration and recrystallisation (EtOAc), m.p. 90-91° C. TLC (SiO2 ; EtOAc:hexanes 1:1, Rf=0.46). Mass Spectrum CI (methane), m/z=341 [M+H]+.